From a dataset of the Open Reaction Database (ORD), a public repository of structured organic reaction records. describe an organic reaction: reactants, conditions, products, and yield Starting materials: N(=NC(=O)OC(C)C)C(=O)OC(C)C (diisopropyl azodicarboxylate), C1(=CC=CC=C1)P(C1=CC=CC=C1)C1=CC=CC=C1 (triphenylphosphine), C(C)OC1=CC=C(CO)C=C1 (4-ethoxybenzyl alcohol), OC=1C=CC2=C(C=C(CCC2)C(=O)OC)C1 (methyl 2-hydroxy-6,7-dihydro-5H-benzocycloheptene-8-carboxylate). The solvent is C1CCOC1 (THF), C1CCOC1 (THF). Conditions: time 6 hour. Product: C(C)OC1=CC=C(COC=2C=CC3=C(C=C(CCC3)C(=O)OC)C2)C=C1 (methyl 2-(4-ethoxybenzyloxy)-6,7-dihydro-5H-benzocycloheptene-8-carboxylate). Yield: 58.0%. As a reaction SMILES: C1(P(C2C=CC=CC=2)C2C=CC=CC=2)C=CC=CC=1.[CH2:20]([O:22][C:23]1[CH:30]=[CH:29][C:26]([CH2:27][OH:28])=[CH:25][CH:24]=1)[CH3:21].O[C:32]1[CH:33]=[CH:34][C:35]2[CH2:41][CH2:40][CH2:39][C:38]([C:42]([O:44][CH3:45])=[O:43])=[CH:37][C:36]=2[CH:46]=1.N(C(OC(C)C)=O)=NC(OC(C)C)=O>C1COCC1>[CH2:20]([O:22][C:23]1[CH:30]=[CH:29][C:26]([CH2:27][O:28][C:32]2[CH:33]=[CH:34][C:35]3[CH2:41][CH2:40][CH2:39][C:38]([C:42]([O:44][CH3:45])=[O:43])=[CH:37][C:36]=3[CH:46]=2)=[CH:25][CH:24]=1)[CH3:21]. Reported procedure: To triphenylphosphine (590 mg, 2.25 mmol), 4-ethoxybenzyl alcohol (342 mg, 2.25 mmol) and methyl 2-hydroxy-6,7-dihydro-5H-benzocycloheptene-8-carboxylate (327 mg, 1.50 mmol) dissolved in THF (6 ml) was added at 0° C. a solution of diisopropyl azodicarboxylate (0.439 ml, 2.23 mmol) in THF (2 ml), and the resulting mixture was stirred at room temperature for 6 hours. The reaction mixture was concentrated under reduced pressure and the residue was subjected to column chromatography (silica gel: 50 ... Reactants: N1=C(C=CC=C1)C(=O)O (picolinic acid), C(C(=O)Cl)(=O)Cl (oxalyl chloride). The reagents and catalysts are CN(C=O)C (dimethylformamide). Run in C(Cl)Cl (methylene chloride). Run at time 18 hour. Product: Cl.N1=C(C=CC=C1)C(=O)Cl (2-Pyridinecarbonyl chloride, hydrochloride). Reaction SMILES: [N:1]1[CH:6]=[CH:5][CH:4]=[CH:3][C:2]=1[C:7]([OH:9])=O.C(Cl)(=O)C([Cl:13])=O>CN(C)C=O.C(Cl)Cl>[ClH:13].[N:1]1[CH:6]=[CH:5][CH:4]=[CH:3][C:2]=1[C:7]([Cl:13])=[O:9] |f:4.5|. Reported procedure: To a mixture of 20 g of picolinic acid, 200 ml of methylene chloride and 5 drops of dimethylformamide is added, dropwise, 30.93 g of oxalyl chloride. The reaction is stirred at room temperature for 18 hours and concentrated in vacuo to give the desired product as a black crystalline material.